From a dataset of the Open Reaction Database (ORD), a public repository of structured organic reaction records. describe an organic reaction: reactants, conditions, products, and yield The reactants are C(C)N(C1=CC=C(C=C1)NC1=NC=NC(=C1)NC)CC (N-(4-diethylamino-phenyl)-N′-methyl-pyrimidine-4,6-diamine), ClC1=C(C(=CC=C1)Cl)N=C=O (2,6-dichlorophenyl isocyanate). Yields the product ClC1=C(C(=CC=C1)Cl)NC(N(C)C1=NC=NC(=C1)NC1=CC=C(C=C1)N(CC)CC)=O (3-(2,6-Dichloro-phenyl)-1-[6-(4-diethylamino-phenylamino)-pyrimidin-4-yl]-1-methyl-urea). As a reaction SMILES: [CH2:1]([N:3]([CH2:19][CH3:20])[C:4]1[CH:9]=[CH:8][C:7]([NH:10][C:11]2[CH:16]=[C:15]([NH:17][CH3:18])[N:14]=[CH:13][N:12]=2)=[CH:6][CH:5]=1)[CH3:2].[Cl:21][C:22]1[CH:27]=[CH:26][CH:25]=[C:24]([Cl:28])[C:23]=1[N:29]=[C:30]=[O:31]>>[Cl:21][C:22]1[CH:27]=[CH:26][CH:25]=[C:24]([Cl:28])[C:23]=1[NH:29][C:30](=[O:31])[N:17]([C:15]1[CH:16]=[C:11]([NH:10][C:7]2[CH:8]=[CH:9][C:4]([N:3]([CH2:1][CH3:2])[CH2:19][CH3:20])=[CH:5][CH:6]=2)[N:12]=[CH:13][N:14]=1)[CH3:18]. Reported procedure: The title compound is prepared analogously as described in Example 105B from N-(4-diethylamino-phenyl)-N′-methyl-pyrimidine-4,6-diamine and 2,6-dichlorophenyl isocyanate. Reactants: [OH-].[Na+] (sodium hydroxide), C(#N)C=1C=CC2=C(SC3=C(C=C2)C=C(C=C3)[N+](=O)[O-])C1 (3-cyano-8-nitrodibenzo[b,f]thiepin), Cl (hydrochloric acid), O1CCCC1 (tetrahydrofuran), stannous chloride dihydrate, amine. Run in O (water). Run at time 24 hour. The product is NC=1C=CC2=C(C=CC3=C(S2)C=C(C=C3)C#N)C1 (8-Amino-3-cyanodibenzo[b,f]thiepin). RXN SMILES: [C:1]([C:3]1[CH:4]=[CH:5][C:6]2[CH:12]=[CH:11][C:10]3[CH:13]=[C:14]([N+:17]([O-])=O)[CH:15]=[CH:16][C:9]=3[S:8][C:7]=2[CH:20]=1)#[N:2].O1CCCC1.Cl.[OH-].[Na+]>O>[NH2:17][C:14]1[CH:15]=[CH:16][C:9]2[S:8][C:7]3[CH:20]=[C:3]([C:1]#[N:2])[CH:4]=[CH:5][C:6]=3[CH:12]=[CH:11][C:10]=2[CH:13]=1 |f:3.4|. Procedure details: 5.6 G. 3-cyano-8-nitrodibenzo[b,f]thiepin is dissolved in 600 cc. tetrahydrofuran and 27 g. stannous chloride dihydrate in 40 cc. water is added, followed by 100 cc. concentrated hydrochloric acid. The mixture is stirred for 24 hours, poured onto ice, and shaken with 300 cc. 20% sodium hydroxide. The organic layer is separated and the aqueous basic layer shaken once more with tetrahydrofuran. The combined organic extracts are dired and the solvent evaporated to dryness and the residue chromatogr... Starting materials: Cc1cc(Cl)c2cccc(Br)c2n1, ClCCl, [K+], [OH-], Oc1ccccc1. Product: Cc1cc(Oc2ccccc2)c2cccc(Br)c2n1. Reaction SMILES: [CH3:1][c:2]1[n:3][c:4]2[c:5]([Br:13])[cH:6][cH:7][cH:8][c:9]2[c:10]([Cl:12])[cH:11]1.[Cl:23][CH2:24][Cl:25].[K+:22].[OH-:21].[OH:14][c:15]1[cH:16][cH:17][cH:18][cH:19][cH:20]1>>[CH3:1][c:2]1[n:3][c:4]2[c:5]([Br:13])[cH:6][cH:7][cH:8][c:9]2[c:10]([O:14][c:15]2[cH:16][cH:17][cH:18][cH:19][cH:20]2)[cH:11]1. Starting materials: O=C([O-])[O-], BrCc1ccccc1, CC#N, [Cs+], [Cs+], CN(CC(O)c1cccc(O)c1)C(=O)c1cnc(N(C)C)nc1-c1ccc(Cl)c(Cl)c1. Product: CN(CC(O)c1cccc(OCc2ccccc2)c1)C(=O)c1cnc(N(C)C)nc1-c1ccc(Cl)c(Cl)c1. Reaction SMILES: [C:40](=[O:41])([O-:42])[O-:43].[CH2:32]([c:33]1[cH:34][cH:35][cH:36][cH:37][cH:38]1)[Br:39].[CH3:46][C:47]#[N:48].[Cs+:44].[Cs+:45].[OH:1][CH:2]([CH2:3][N:4]([C:5](=[O:6])[c:7]1[c:8](-[c:16]2[cH:17][c:18]([Cl:23])[c:19]([Cl:22])[cH:20][cH:21]2)[n:9][c:10]([N:13]([CH3:14])[CH3:15])[n:11][cH:12]1)[CH3:24])[c:25]1[cH:26][c:27]([OH:31])[cH:28][cH:29][cH:30]1>>[OH:1][CH:2]([CH2:3][N:4]([C:5](=[O:6])[c:7]1[c:8](-[c:16]2[cH:17][c:18]([Cl:23])[c:19]([Cl:22])[cH:20][cH:21]2)[n:9][c:10]([N:13]([CH3:14])[CH3:15])[n:11][cH:12]1)[CH3:24])[c:25]1[cH:26][c:27]([O:31][CH2:32][c:33]2[cH:34][cH:35][cH:36][cH:37][cH:38]2)[cH:28][cH:29][cH:30]1.